This data is from the Open Reaction Database (ORD), a public repository of structured organic reaction records. The task is: describe an organic reaction: reactants, conditions, products, and yield The reactants are CC(=O)O, Fc1cc(-c2ccc3c(-c4cc5ccccc5[nH]4)n[nH]c3c2)ccn1, O. RXN SMILES: [CH3:26][C:27]([OH:28])=[O:29].[F:1][c:2]1[n:3][cH:4][cH:5][c:6](-[c:8]2[cH:9][cH:10][c:11]3[c:12](-[c:17]4[nH:18][c:19]5[cH:20][cH:21][cH:22][cH:23][c:24]5[cH:25]4)[n:13][nH:14][c:15]3[cH:16]2)[cH:7]1.[OH2:30]>>[c:2]1(=[O:28])[nH:3][cH:4][cH:5][c:6](-[c:8]2[cH:9][cH:10][c:11]3[c:12](-[c:17]4[nH:18][c:19]5[cH:20][cH:21][cH:22][cH:23][c:24]5[cH:25]4)[n:13][nH:14][c:15]3[cH:16]2)[cH:7]1. Product: O=c1cc(-c2ccc3c(-c4cc5ccccc5[nH]4)n[nH]c3c2)cc[nH]1. Starting materials: CC1(CCC=C1C1=C(C=CC(=C1)C(=O)OC)C1=CC(=CC=C1)CC)C (Methyl 2-(5,5-dimethyl-1-cyclopenten-1-yl)-3′-ethyl-1,1′-biphenyl-4-carboxylate). Reagents/catalysts: [Pd] (palladium on carbon). Run in CO (MeOH). Conditions: time 18 hour. Yields the product CC1(C(CCC1)C1=C(C=CC(=C1)C(=O)OC)C1=CC(=CC=C1)CC)C (Methyl 2-(2,2-dimethylcyclopentyl)-3′-ethyl-1,1′-biphenyl-4-carboxylate). The yield is 121.9%. As a reaction SMILES: [CH3:1][C:2]1([CH3:25])[C:6]([C:7]2[CH:12]=[C:11]([C:13]([O:15][CH3:16])=[O:14])[CH:10]=[CH:9][C:8]=2[C:17]2[CH:22]=[CH:21][CH:20]=[C:19]([CH2:23][CH3:24])[CH:18]=2)=[CH:5][CH2:4][CH2:3]1>CO.[Pd]>[CH3:1][C:2]1([CH3:25])[CH2:3][CH2:4][CH2:5][CH:6]1[C:7]1[CH:12]=[C:11]([C:13]([O:15][CH3:16])=[O:14])[CH:10]=[CH:9][C:8]=1[C:17]1[CH:22]=[CH:21][CH:20]=[C:19]([CH2:23][CH3:24])[CH:18]=1. Reported procedure: To a stirred solution of 83.28A (0.410 g, 1 mmol) in MeOH (5 mL) at 23° C. was added palladium on carbon (0.1 g, 1 mmol). The reaction was placed under an atmosphere of hydrogen and stirred for 18 hours. The reaction mixture was then filtered and the filtrate was concentrated in vacuo. The product was purified on silica gel (0-10% EtOAc in hexanes) to yield 83.28B as a colorless oil (0.410 g, 99% yield). The reactants are BrC=1C=C2C=3CCCC(C3NC2=CC1)N (6-bromo-2,3,4,9-tetrahydro-1H-carbazol-1-amine), CC1=NC(=NC(=C1)C)Cl (4,6-dimethyl-2-chloropyrimidine). Product: Cl.BrC=1C=C2C=3CCCC(C3NC2=CC1)NC1=NC(=CC(=N1)C)C (6-Bromo-N-(4,6-dimethylpyrimidin-2-yl)-2,3,4,9-tetrahydro-1H-carbazol-1-amine hydrochloride), yellow solid. Yield: 16.0%. RXN SMILES: [Br:1][C:2]1[CH:3]=[C:4]2[C:12](=[CH:13][CH:14]=1)[NH:11][C:10]1[CH:9]([NH2:15])[CH2:8][CH2:7][CH2:6][C:5]2=1.[CH3:16][C:17]1[CH:22]=[C:21]([CH3:23])[N:20]=[C:19]([Cl:24])[N:18]=1>>[ClH:24].[Br:1][C:2]1[CH:3]=[C:4]2[C:12](=[CH:13][CH:14]=1)[NH:11][C:10]1[CH:9]([NH:15][C:19]3[N:20]=[C:21]([CH3:23])[CH:22]=[C:17]([CH3:16])[N:18]=3)[CH2:8][CH2:7][CH2:6][C:5]2=1 |f:2.3|. Reported procedure: 6-Bromo-N-(4,6-dimethylpyrimidin-2-yl)-2,3,4,9-tetrahydro-1H-carbazol-1-amine hydrochloride was prepared from 6-bromo-2,3,4,9-tetrahydro-1H-carbazol-1-amine (50 mg, 0.19 mmol) and 4,6-dimethyl-2-chloropyrimidine (134 mg, 0.94 mmol) in a similar manner as described in Example 22 to give 12 mg (16%) of a yellow solid. 1H-NMR (DMSO-d6): δ10.98 (s, 1H), 8.40 (brs, 2H), 7.59 (s, 1H), 7.26 (d, 1H), 7.16 (d, 1H), 6.77 (s, 1H), 5.52-5.48 (m, 1H), 2.68-2.61 (m, 2H), 2.41 (2 s, 6H), 2.15-2.06 (m, 1H), 2.0... The reactants are NCc1ccccc1, CS(=O)c1nc(N)nc(-c2cccs2)c1C#N, C1COCCO1. Yields the product N#Cc1c(NCc2ccccc2)nc(N)nc1-c1cccs1. RXN SMILES: [NH2:18][CH2:19][c:20]1[cH:21][cH:22][cH:23][cH:24][cH:25]1.[NH2:1][c:2]1[n:3][c:4](-[c:13]2[s:14][cH:15][cH:16][cH:17]2)[c:5]([C:11]#[N:12])[c:6]([S:8]([CH3:9])=[O:10])[n:7]1.[O:26]1[CH2:27][CH2:28][O:29][CH2:30][CH2:31]1>>[NH2:1][c:2]1[n:3][c:4](-[c:13]2[s:14][cH:15][cH:16][cH:17]2)[c:5]([C:11]#[N:12])[c:6]([NH:18][CH2:19][c:20]2[cH:21][cH:22][cH:23][cH:24][cH:25]2)[n:7]1. Starting materials: ClC1=C(C=CC2=C1C(N(CC=1N2C=NC1C#N)C)=O)F (7-chloro-8-fluoro-5-methyl-6-oxo-5,6-dihydro-4H-imidazo[1,5-a][1,4]benzodiazepine-3-carbonitrile), Cl.NO (hydroxylamine hydrochloride), [Na] (sodium). Run in CO (methanol). Reaction conditions: time 67 hour. The product is ClC1=C(C=CC2=C1C(N(CC=1N2C=NC1C(N)=NO)C)=O)F (7-chloro-8-fluoro-5-methyl-6-oxo-5,6-dihydro-4H-imidazo[1,5-a][1,4]benzodiazepine-3-carboxamidoxime). Isolated yield 83.3%. Reaction SMILES: [Na].[Cl:2][C:3]1[C:8]2[C:9](=[O:20])[N:10]([CH3:19])[CH2:11][C:12]3[N:13]([CH:14]=[N:15][C:16]=3[C:17]#[N:18])[C:7]=2[CH:6]=[CH:5][C:4]=1[F:21].Cl.[NH2:23][OH:24]>CO>[Cl:2][C:3]1[C:8]2[C:9](=[O:20])[N:10]([CH3:19])[CH2:11][C:12]3[N:13]([CH:14]=[N:15][C:16]=3[C:17](=[N:23][OH:24])[NH2:18])[C:7]=2[CH:6]=[CH:5][C:4]=1[F:21] |f:2.3,^1:0|. Procedure: 1.0 g (0.0432 mol) of sodium was dissolved in 60 ml of methanol. 8.85 g (0.0304 mol) of 7-chloro-8-fluoro-5-methyl-6-oxo-5,6-dihydro-4H-imidazo[1,5-a][1,4]benzodiazepine-3-carbonitrile and 3.25 g (0.0469 mol) of hydroxylamine hydrochloride were added thereto in succession at room temperature. The white suspension was stirred at room temperature for 67 hrs. and evaporated, whereupon the residue was suspended in 100 ml of water and the crystals were filtered off. By drying the crystallizate there ... Reactants: C(C)OC1=C(C=O)C=C(C=C1)[N+](=O)[O-] (2-Ethoxy-5-nitrobenzaldehyde), COC=1C=C(CC#N)C=CC1OC (3,4-dimethoxybenzyl cyanide). Product: COC=1C=C(C=CC1OC)/C(/C#N)=C/C1=C(C=CC(=C1)[N+](=O)[O-])OCC ((Z)-2-(3,4-dimethoxy-phenyl)-3-(2-ethoxy-5-nitro-phenyl)-acrylonitrile). Isolated yield 45.1%. RXN SMILES: [CH2:1]([O:3][C:4]1[CH:11]=[CH:10][C:9]([N+:12]([O-:14])=[O:13])=[CH:8][C:5]=1[CH:6]=O)[CH3:2].[CH3:15][O:16][C:17]1[CH:18]=[C:19]([CH:23]=[CH:24][C:25]=1[O:26][CH3:27])[CH2:20][C:21]#[N:22]>>[CH3:15][O:16][C:17]1[CH:18]=[C:19](/[C:20](=[CH:6]/[C:5]2[CH:8]=[C:9]([N+:12]([O-:14])=[O:13])[CH:10]=[CH:11][C:4]=2[O:3][CH2:1][CH3:2])/[C:21]#[N:22])[CH:23]=[CH:24][C:25]=1[O:26][CH3:27]. Reported procedure: 2-Ethoxy-5-nitrobenzaldehyde (390 mg) and 3,4-dimethoxybenzyl cyanide (354 mg) were subjected to condensation in accordance with process B of (production process 2), to thereby produce the target product (319 mg, yield: 45%).